From a dataset of the Open Reaction Database (ORD), a public repository of structured organic reaction records. describe an organic reaction: reactants, conditions, products, and yield Yields the product COC1=CC=2CC[C@@H]3C(=CC[C@@]4([C@H](CC[C@@H]34)OC)C)C2C=C1 (3,17β-Dimethoxy-13β-methylgona-1,3,5(10),9(11)-tetraene). Starting materials: COC1=CC=2CC[C@@H]3[C@H](CC[C@@]4([C@H](CC[C@@H]34)OC)C)C2C=C1 (3,17β-dimethoxy-13β-methylgona-1,3,5(10)-triene), COC1=CC=2CC[C@@H]3[C@H](CC[C@@]4(C(CC[C@@H]34)=O)C)C2C=C1 (3-methoxy-13β-methylgona-1,3,5(10)-trien-17-one). Procedure: The procedure described in Example 1 hereinbefore was repeated except that 2.3 grams of 3,17β-dimethoxy-13β-methylgona-1,3,5(10)-triene was substituted for the 3-methoxy-13β-methylgona-1,3,5(10)-trien-17-one in that example. RXN SMILES: [CH3:1][O:2][C:3]1[CH:22]=[CH:21][C:20]2[C@H:9]3[CH2:10][CH2:11][C@@:12]4([CH3:19])[C@H:16]([C@@H:8]3[CH2:7][CH2:6][C:5]=2[CH:4]=1)[CH2:15][CH2:14][C@@H:13]4[O:17][CH3:18].COC1C=CC2[C@H]3CC[C@@]4(C)[C@H]([C@@H]3CCC=2C=1)CCC4=O>>[CH3:1][O:2][C:3]1[CH:22]=[CH:21][C:20]2[C:9]3=[CH:10][CH2:11][C@@:12]4([CH3:19])[C@H:16]([C@@H:8]3[CH2:7][CH2:6][C:5]=2[CH:4]=1)[CH2:15][CH2:14][C@@H:13]4[O:17][CH3:18]. Starting materials: CC(=O)NC1Cc2ccc(NC(=O)c3ccccc3Br)cc2C1, CCOC(C)=O, COCCOC, OB(O)c1ccc(F)cc1, [K+], [K+], [K+], O=P([O-])([O-])[O-]. The product is CC(=O)NC1Cc2ccc(NC(=O)c3ccccc3-c3ccc(F)cc3)cc2C1. RXN SMILES: [C:1]([CH3:2])(=[O:3])[NH:4][CH:5]1[CH2:6][c:7]2[cH:8][cH:9][c:10]([NH:14][C:15]([c:16]3[c:17]([Br:22])[cH:18][cH:19][cH:20][cH:21]3)=[O:23])[cH:11][c:12]2[CH2:13]1.[CH3:42][CH2:43][O:44][C:45](=[O:46])[CH3:47].[CH3:48][O:49][CH2:50][CH2:51][O:52][CH3:53].[F:24][c:25]1[cH:26][cH:27][c:28]([B:31]([OH:32])[OH:33])[cH:29][cH:30]1.[K+:39].[K+:40].[K+:41].[P:34]([O-:35])([O-:36])([O-:37])=[O:38]>>[C:1]([CH3:2])(=[O:3])[NH:4][CH:5]1[CH2:6][c:7]2[cH:8][cH:9][c:10]([NH:14][C:15]([c:16]3[c:17](-[c:28]4[cH:27][cH:26][c:25]([F:24])[cH:30][cH:29]4)[cH:18][cH:19][cH:20][cH:21]3)=[O:23])[cH:11][c:12]2[CH2:13]1. The reactants are ClC=1C=C(CN)C=CC1Cl (3,4-dichlorobenzylamine), ClC=1C2=C(N=C(N1)C1=CC=NO1)SC(=C2Cl)C (4-chloro-2-(isoxazol-5-yl)-5-chloro-6-methyl-thieno-[2,3-d]-pyrimidine). The product is O1N=CC=C1C=1N=C(C2=C(N1)SC(=C2Cl)C)NCC2=CC(=C(C=C2)Cl)Cl (2-(isoxazol-5-yl)-4-(3,4-dichlorobenzylamino)-5-chloro-6-methyl-thieno-[2,3-d]-pyrimidine). As a reaction SMILES: [Cl:1][C:2]1[CH:3]=[C:4]([CH:7]=[CH:8][C:9]=1[Cl:10])[CH2:5][NH2:6].Cl[C:12]1[C:13]2[C:25]([Cl:26])=[C:24]([CH3:27])[S:23][C:14]=2[N:15]=[C:16]([C:18]2[O:22][N:21]=[CH:20][CH:19]=2)[N:17]=1>>[O:22]1[C:18]([C:16]2[N:17]=[C:12]([NH:6][CH2:5][C:4]3[CH:7]=[CH:8][C:9]([Cl:10])=[C:2]([Cl:1])[CH:3]=3)[C:13]3[C:25]([Cl:26])=[C:24]([CH3:27])[S:23][C:14]=3[N:15]=2)=[CH:19][CH:20]=[N:21]1. Procedure: With the procedure of Example 1, the reaction of 3,4-dichlorobenzylamine with 4-chloro-2-(isoxazol-5-yl)-5-chloro-6-methyl-thieno-[2,3-d]-pyrimidine yields 2-(isoxazol-5-yl)-4-(3,4-dichlorobenzylamino)-5-chloro-6-methyl-thieno-[2,3-d]-pyrimidine. Procedure: Following general procedure B1, ethyl 2-(4-((2-chloro-6,7-dihydro-5H-cyclopenta[b]pyridin-4-yl)amino)phenyl)acetate (0.095 g, 0.29 mmol) was reacted with 1-methylpiperazine (0.043 g, 0.44 mmol) to afford the title compound (0.017 g, 15%) as an orange oil. MW=394.51. 1H NMR (CD3OD, 500 MHz) δ 7.15 (d, J=8.3 Hz, 2H), 7.07 (d, J=8.3 Hz, 2H), 6.07 (s, 1H), 4.05 (q, J=7.0 Hz, 2H), 3.51 (s, 2H), 2.72 (t, J=7.5 Hz, 2H), 2.64 (t, J=7.5 Hz, 2H), 2.46-2.38 (m, 4H), 2.21 (s, 3H), 1.99 (quin, J=7.5 Hz, 2H),... Reactants: ClC1=CC(=C2C(=N1)CCC2)NC2=CC=C(C=C2)CC(=O)OCC (ethyl 2-(4-((2-chloro-6,7-dihydro-5H-cyclopenta[b]pyridin-4-yl)amino)phenyl)acetate), CN1CCNCC1 (1-methylpiperazine). The product is CN1CCN(CC1)C1=CC(=C2C(=N1)CCC2)NC2=CC=C(C=C2)CC(=O)OCC (ethyl 2-(4-((2-(4-methylpiperazin-1-yl)-6,7-dihydro-5H-cyclopenta[b]pyridin-4-yl)amino)phenyl)acetate). As a reaction SMILES: Cl[C:2]1[N:7]=[C:6]2[CH2:8][CH2:9][CH2:10][C:5]2=[C:4]([NH:11][C:12]2[CH:17]=[CH:16][C:15]([CH2:18][C:19]([O:21][CH2:22][CH3:23])=[O:20])=[CH:14][CH:13]=2)[CH:3]=1.[CH3:24][N:25]1[CH2:30][CH2:29][NH:28][CH2:27][CH2:26]1>>[CH3:24][N:25]1[CH2:30][CH2:29][N:28]([C:2]2[N:7]=[C:6]3[CH2:8][CH2:9][CH2:10][C:5]3=[C:4]([NH:11][C:12]3[CH:17]=[CH:16][C:15]([CH2:18][C:19]([O:21][CH2:22][CH3:23])=[O:20])=[CH:14][CH:13]=3)[CH:3]=2)[CH2:27][CH2:26]1. Yield: 14.9%. The reactants are CC(C)(C)OC(=O)NCC1CN(c2ncnc3[nH]c4cc(C(=O)O)ccc4c23)CCO1, N, CN(C)C=O. Yields the product CC(C)(C)OC(=O)NCC1CN(c2ncnc3[nH]c4cc(C(N)=O)ccc4c23)CCO1. Reaction SMILES: [C:1]([CH3:2])([CH3:3])([CH3:4])[O:5][C:6](=[O:7])[NH:8][CH2:9][CH:10]1[O:11][CH2:12][CH2:13][N:14]([c:16]2[n:17][cH:18][n:19][c:20]3[nH:21][c:22]4[cH:23][c:24]([C:29](=[O:30])[OH:31])[cH:25][cH:26][c:27]4[c:28]23)[CH2:15]1.[NH3:32].[O:33]=[CH:34][N:35]([CH3:36])[CH3:37]>>[C:1]([CH3:2])([CH3:3])([CH3:4])[O:5][C:6](=[O:7])[NH:8][CH2:9][CH:10]1[O:11][CH2:12][CH2:13][N:14]([c:16]2[n:17][cH:18][n:19][c:20]3[nH:21][c:22]4[cH:23][c:24]([C:29](=[O:30])[NH2:32])[cH:25][cH:26][c:27]4[c:28]23)[CH2:15]1. Starting materials: CC(=CC1=NC=CC=C1)C1=C(C=CC=C1)[N+](=O)[O-] (2-(β-Methyl-2-nitrostyryl)pyridine), C(C)O (ethanol). The reagents and catalysts are [Pd] (Pd/C). Product: NC1=C(C=CC=C1)CC(C)C1=NC=CC=C1 (2-[2-(2-aminophenyl)-1-methylethyl]pyridine). RXN SMILES: C[C:2]([C:10]1[CH:15]=[CH:14][CH:13]=[CH:12][C:11]=1[N+:16]([O-])=O)=[CH:3][C:4]1[CH:9]=[CH:8][CH:7]=[CH:6][N:5]=1.[CH2:19](O)C>[Pd]>[NH2:16][C:11]1[CH:12]=[CH:13][CH:14]=[CH:15][C:10]=1[CH2:2][CH:3]([C:4]1[CH:9]=[CH:8][CH:7]=[CH:6][N:5]=1)[CH3:19]. Procedure details: 2-(β-Methyl-2-nitrostyryl)pyridine (24.0 g., 0.1 mole) is hydrogenated on a Parr apparatus in 200 ml. of ethanol with 3 g. of 10% Pd/C as catalyst. The catalyst is filtered and the filtrate evaporated, providing 2-[2-(2-aminophenyl)-1-methylethyl]pyridine. The reactants are ClC1=C(C(=CC(=C1)C(F)(F)F)Cl)N1N=C(C(=C1O)SC(F)(F)F)C(=O)OC (1-(2,6-dichloro-4-trifluoromethylphenyl)-3-methoxycarbonyl-4-trifluoromethylsulfenyl-5-hydroxypyrazole), S(=O)(=O)(OCC)OCC (diethyl sulfate), [H-].[Na+] (sodium hydride). The solvent is O1CCOCC1 (dioxane). Yields the product ClC1=C(C(=CC(=C1)C(F)(F)F)Cl)N1N=C(C(=C1OCC)SC(F)(F)F)C(=O)OC (1-(2,6-Dichloro-4-trifluoromethylphenyl)-3-methoxycarbonyl-4-trifluoromethylsulfenyl-5-ethoxypyrazole). Reaction SMILES: [Cl:1][C:2]1[CH:7]=[C:6]([C:8]([F:11])([F:10])[F:9])[CH:5]=[C:4]([Cl:12])[C:3]=1[N:13]1[C:17]([OH:18])=[C:16]([S:19][C:20]([F:23])([F:22])[F:21])[C:15]([C:24]([O:26][CH3:27])=[O:25])=[N:14]1.S(OCC)(O[CH2:32][CH3:33])(=O)=O.[H-].[Na+]>O1CCOCC1>[Cl:1][C:2]1[CH:7]=[C:6]([C:8]([F:11])([F:10])[F:9])[CH:5]=[C:4]([Cl:12])[C:3]=1[N:13]1[C:17]([O:18][CH2:32][CH3:33])=[C:16]([S:19][C:20]([F:21])([F:22])[F:23])[C:15]([C:24]([O:26][CH3:27])=[O:25])=[N:14]1 |f:2.3|. Procedure: The intermediate was prepared according to process SCHEME I of EXAMPLE 1c by reacting 1-(2,6-dichloro-4-trifluoromethylphenyl)-3-methoxycarbonyl-4-trifluoromethylsulfenyl-5-hydroxypyrazole with diethyl sulfate and sodium hydride in dioxane. The following spectral data were obtained: MS, m/e=482(M+); NMR (CDCl3) δ1.43 (t, J=7.0 Hz, C2H5), 3.73 (s, OCH3), 4.4 (q, J=7.0, OCH2), and 7.76 (s, 2H aromatic).